Dataset: the Open Reaction Database (ORD), a public repository of structured organic reaction records. Task: describe an organic reaction: reactants, conditions, products, and yield Run in O1CCOCC1 (1,4-dioxan). RXN SMILES: [CH:1]1([CH2:7][NH:8][C:9]([C:11]2[C:12]([C:18]([F:21])([F:20])[F:19])=[N:13][C:14](Cl)=[N:15][CH:16]=2)=[O:10])[CH2:6][CH2:5][CH2:4][CH2:3][CH2:2]1.[F:22][C:23]1[C:28]([C:29]([F:32])([F:31])[F:30])=[CH:27][CH:26]=[CH:25][C:24]=1[NH2:33]>O1CCOCC1>[CH:1]1([CH2:7][NH:8][C:9]([C:11]2[C:12]([C:18]([F:21])([F:20])[F:19])=[N:13][C:14]([NH:33][C:24]3[CH:25]=[CH:26][CH:27]=[C:28]([C:29]([F:30])([F:31])[F:32])[C:23]=3[F:22])=[N:15][CH:16]=2)=[O:10])[CH2:6][CH2:5][CH2:4][CH2:3][CH2:2]1. Procedure details: In a manner similar to Example 242, 2-chloro-4-trifluoromethyl-pyrimidine-5-carboxylic acid cyclohexylmethyl-amide (Example 166a) (50 mg) in 1,4-dioxan (1 ml) and 2-fluoro-3-trifluoromethylphenylamine (Aldrich) (156 mg) were reacted to give the title compound (11 mg) The product is C1(CCCCC1)CNC(=O)C=1C(=NC(=NC1)NC1=C(C(=CC=C1)C(F)(F)F)F)C(F)(F)F (2-(2-Fluoro-3-trifluoromethyl-phenylamino)-4-trifluoromethyl-pyrimidine-5-carboxylic acid cyclohexylmethyl-amide). The reactants are C1(CCCCC1)CNC(=O)C=1C(=NC(=NC1)Cl)C(F)(F)F (2-chloro-4-trifluoromethyl-pyrimidine-5-carboxylic acid cyclohexylmethyl-amide), FC1=C(C=CC=C1C(F)(F)F)N (2-fluoro-3-trifluoromethylphenylamine). The yield is 15.2%. Reactants: ClC(Cl)Cl, O=S(=O)(Cl)c1ccc(Cl)cc1, NCC#CCCCC(=O)O, [Na+], [OH-], O. The product is O=C(O)CCCC#CCNS(=O)(=O)c1ccc(Cl)cc1. Reaction SMILES: [CH:24]([Cl:25])([Cl:26])[Cl:27].[Cl:1][c:2]1[cH:3][cH:4][c:5]([S:8](=[O:9])(=[O:10])[Cl:11])[cH:6][cH:7]1.[NH2:12][CH2:13][C:14]#[C:15][CH2:16][CH2:17][CH2:18][C:19](=[O:20])[OH:21].[Na+:23].[OH-:22].[OH2:28]>>[Cl:1][c:2]1[cH:3][cH:4][c:5]([S:8](=[O:9])(=[O:10])[NH:12][CH2:13][C:14]#[C:15][CH2:16][CH2:17][CH2:18][C:19](=[O:20])[OH:21])[cH:6][cH:7]1. Starting materials: [Al+3], CCOC(C)=O, CCOCC, COc1cc(C(C)(C)C)c2c(c1)C(C)(C)C(=O)O2, Cl, [H-], [H-], [H-], [H-], [Li+], O. The product is COc1cc(C(C)(C)C)c(O)c(C(C)(C)CO)c1. Reaction SMILES: [Al+3:2].[CH3:25][CH2:26][O:27][C:28](=[O:29])[CH3:30].[CH3:32][CH2:33][O:34][CH2:35][CH3:36].[CH3:7][C:8]1([CH3:24])[C:9](=[O:23])[O:10][c:11]2[c:12]1[cH:13][c:14]([O:21][CH3:22])[cH:15][c:16]2[C:17]([CH3:18])([CH3:19])[CH3:20].[ClH:31].[H-:1].[H-:4].[H-:5].[H-:6].[Li+:3].[OH2:37]>>[CH3:7][C:8]([CH2:9][OH:23])([c:12]1[c:11]([OH:10])[c:16]([C:17]([CH3:18])([CH3:19])[CH3:20])[cH:15][c:14]([O:21][CH3:22])[cH:13]1)[CH3:24]. The reactants are [OH-].[Na+] (sodium hydroxide), C(C)(C)(C)OC(=O)N1CCC(CC1)NC=1SC2=C(N=C(N=C2N[C@H](CC(C)C)CO)SCC2=CC=CC=C2)N1 ((R)-4-[5-Phenylmethylthio-7-(1-hydroxymethyl-3-methyl-butylamino)-thiazolo[4,5-d]pyrimidin-2-ylamino]-piperidine-1-carboxylic acid tert-butyl ester), C([O-])([O-])=O.[K+].[K+] (potassium carbonate), FC(C(=O)O)(F)F (trifluoroacetic acid). Run in ClCCl (dichloromethane). Conditions: time 2 hour. The product is C1(=CC=CC=C1)CSC=1N=C(C2=C(N1)N=C(S2)NC2CCNCC2)N[C@@H](CO)CC(C)C ((R)-2-[5-Phenylmethylthio-2-(piperidin4-ylamino)-thiazolo[4,5-d]pyrimidin-7-ylamino]-4-methyl-pentan-1-ol). The yield is 72.5%. Reaction SMILES: C(OC([N:8]1[CH2:13][CH2:12][CH:11]([NH:14][C:15]2[S:16][C:17]3[C:22]([NH:23][C@@H:24]([CH2:29][OH:30])[CH2:25][CH:26]([CH3:28])[CH3:27])=[N:21][C:20]([S:31][CH2:32][C:33]4[CH:38]=[CH:37][CH:36]=[CH:35][CH:34]=4)=[N:19][C:18]=3[N:39]=2)[CH2:10][CH2:9]1)=O)(C)(C)C.FC(F)(F)C(O)=O.C(=O)([O-])[O-].[K+].[K+].[OH-].[Na+]>ClCCl>[C:33]1([CH2:32][S:31][C:20]2[N:21]=[C:22]([NH:23][C@H:24]([CH2:25][CH:26]([CH3:28])[CH3:27])[CH2:29][OH:30])[C:17]3[S:16][C:15]([NH:14][CH:11]4[CH2:10][CH2:9][NH:8][CH2:13][CH2:12]4)=[N:39][C:18]=3[N:19]=2)[CH:34]=[CH:35][CH:36]=[CH:37][CH:38]=1 |f:2.3.4,5.6|. Procedure details: The product from step (b) (40 mg, 70 μmol) was dissolved in anhydrous dichloromethane (2.5 mL) and trifluoroacetic acid (269 μL, 3.5 mmol) was added. The mixture was stirred at room temperature for two hours. 1M Aqueous potassium carbonate (3.5 mL) followed by 0.1M aqueous sodium hydroxide (1 mL) were added and the product was extracted twice with dichloromethane. The precipitate which formed was filtered off, washed with dichloromethane and dried in vacuo at 40° C. overnight resulting in 24 mg ... Starting materials: C(C1=CC=CC=C1)N1N=CC=2C(CCCC12)=O (1-benzyl-1,5,6,7-tetrahydro-4H-indazol-4-one), C(C)(=O)Cl (acetyl chloride), C[Si](C)(C)[N-][Si](C)(C)C.[Li+] (lithium bis(trimethylsilyl)amide). The solvent is O1CCCC1 (tetrahydrofuran), O1CCCC1 (tetrahydrofuran), O1CCCC1 (tetrahydrofuran). Run at temperature -78 celsius, time 10 minute. The product is C(C)(=O)C1C(C=2C=NN(C2CC1)CC1=CC=CC=C1)=O (5-acetyl-1-benzyl-1,5,6,7-tetrahydro-4H-indazol-4one). As a reaction SMILES: C[Si]([N-][Si](C)(C)C)(C)C.[Li+].[CH2:11]([N:18]1[C:26]2[CH2:25][CH2:24][CH2:23][C:22](=[O:27])[C:21]=2[CH:20]=[N:19]1)[C:12]1[CH:17]=[CH:16][CH:15]=[CH:14][CH:13]=1.[C:28](Cl)(=[O:30])[CH3:29]>O1CCCC1>[C:28]([CH:23]1[CH2:24][CH2:25][C:26]2[N:18]([CH2:11][C:12]3[CH:13]=[CH:14][CH:15]=[CH:16][CH:17]=3)[N:19]=[CH:20][C:21]=2[C:22]1=[O:27])(=[O:30])[CH3:29] |f:0.1|. Procedure: To a solution of 321 ml of 1.0 N lithium bis(trimethylsilyl)amide in 350 ml of anhydrous tetrahydrofuran maintained at -78° C, there was added dropwise a solution of 33 g of 1-benzyl-1,5,6,7-tetrahydro-4H-indazol-4-one in 150 ml of anhydrous tetrahydrofuran. The mixture was stirred at -78° C. for 10 minutes and then a solution of 11.4 g of acetyl chloride in 120 ml of anhydrous tetrahydrofuran was added. The reaction mixture was worked up in the same manner as described in the first paragraph of...